Dataset: the Open Reaction Database (ORD), a public repository of structured organic reaction records. Task: describe an organic reaction: reactants, conditions, products, and yield Reactants: N1N=CC(=C1)C=1N=C2C(=NC1)NC=C2 (2-(1H-pyrazol-4-yl)-5H-pyrrolo[2,3-b]pyrazine), C1CC(=O)N(C1=O)I (NIS). The solvent is CC(=O)C (acetone). Reaction conditions: time 30 minute. The product is IC1=CNC2=NC=C(N=C21)C=2C=NNC2 (7-iodo-2-(1H-pyrazol-4-yl)-5H-pyrrolo[2,3-b]pyrazine). The yield is 63.9%. RXN SMILES: [NH:1]1[CH:5]=[C:4]([C:6]2[N:7]=[C:8]3[CH:14]=[CH:13][NH:12][C:9]3=[N:10][CH:11]=2)[CH:3]=[N:2]1.C1C(=O)N([I:22])C(=O)C1>CC(C)=O>[I:22][C:14]1[C:8]2[C:9](=[N:10][CH:11]=[C:6]([C:4]3[CH:5]=[N:1][NH:2][CH:3]=3)[N:7]=2)[NH:12][CH:13]=1. Reported procedure: To a solution of 28 (0.27 g) and acetone (20 mL) was added in one portion NIS (0.36 g). The mixture was stirred at RT for 30 min and then concentrated to afford 0.55 g of crude material which was purified by SiO2 chromatography using an EtOH/EtOAc gradient (1 to 15% EtOH over 15 min) to afford 0.29 g of pure 7-iodo-2-(1H-pyrazol-4-yl)-5H-pyrrolo[2,3-b]pyrazine (30). Reactants: C#Cc1ccc(C=O)cc1, C1CCNC1, CC(=O)O. Yields the product C#Cc1ccc(N2CCCC2)cc1. Reaction SMILES: [C:1](#[CH:2])[c:3]1[cH:4][cH:5][c:6]([CH:7]=[O:8])[cH:9][cH:10]1.[CH2:11]1[CH2:12][CH2:13][NH:14][CH2:15]1.[CH3:16][C:17](=[O:18])[OH:19]>>[C:1](#[CH:2])[c:3]1[cH:4][cH:5][c:6]([N:14]2[CH2:13][CH2:12][CH2:11][CH2:15]2)[cH:9][cH:10]1. As a reaction SMILES: [CH3:31][c:32]1[cH:33][cH:34][cH:35][cH:36][cH:37]1.[OH:18][c:19]1[c:20]([F:21])[c:22]([C:28]([NH2:29])=[O:30])[cH:23][c:24]([F:25])[c:26]1[F:27].[OH:1][c:2]1[c:3]([F:17])[c:4]([C:13](=[O:14])[NH:15][CH3:16])[c:5]([C:6](=[O:7])[OH:8])[c:9]([F:12])[c:10]1[F:11]>>[OH:1][c:2]1[c:3]([F:17])[c:4]2[c:5]([c:9]([F:12])[c:10]1[F:11])[C:6](=[O:7])[N:15]([CH3:16])[C:13]2=[O:14]. Reactants: Cc1ccccc1, NC(=O)c1cc(F)c(F)c(O)c1F, CNC(=O)c1c(F)c(O)c(F)c(F)c1C(=O)O. The product is CN1C(=O)c2c(F)c(O)c(F)c(F)c2C1=O.